From a dataset of the Open Reaction Database (ORD), a public repository of structured organic reaction records. describe an organic reaction: reactants, conditions, products, and yield Starting materials: CC1=C(C=C(C=C1)B(O)O)OC1=NC=C(C=C1)C(F)(F)F (4-methyl-3-(5-(trifluoromethyl)pyridin-2-yloxy)phenylboronic acid), BrC=C1CCN(CC1)C(=O)OC(C)(C)C (tert-butyl 4-(bromomethylene)piperidine-1-carboxylate), [O-]P(=O)([O-])[O-].[K+].[K+].[K+] (K3PO4). The reagents and catalysts are C1=CC=C(C=C1)P([C-]2C=CC=C2)C3=CC=CC=C3.C1=CC=C(C=C1)P([C-]2C=CC=C2)C3=CC=CC=C3.Cl[Pd]Cl.[Fe+2] (PdCl2(dppf)). The solvent is C1CCOC1 (THF). Conditions: temperature 50 celsius. The product is CC1=C(C=C(C=C2CCN(CC2)C(=O)OC(C)(C)C)C=C1)OC1=NC=C(C=C1)C(F)(F)F (tert-Butyl 4-(4-methyl-3-(5-(trifluoromethyl)pyridin-2-yloxy)benzylidene)piperidine-1-carboxylate). The yield is 29.3%. RXN SMILES: [CH3:1][C:2]1[CH:7]=[CH:6][C:5](B(O)O)=[CH:4][C:3]=1[O:11][C:12]1[CH:17]=[CH:16][C:15]([C:18]([F:21])([F:20])[F:19])=[CH:14][N:13]=1.Br[CH:23]=[C:24]1[CH2:29][CH2:28][N:27]([C:30]([O:32][C:33]([CH3:36])([CH3:35])[CH3:34])=[O:31])[CH2:26][CH2:25]1.[O-]P([O-])([O-])=O.[K+].[K+].[K+]>C1COCC1.C1C=CC(P(C2C=CC=CC=2)[C-]2C=CC=C2)=CC=1.C1C=CC(P(C2C=CC=CC=2)[C-]2C=CC=C2)=CC=1.Cl[Pd]Cl.[Fe+2]>[CH3:1][C:2]1[CH:7]=[CH:6][C:5]([CH:23]=[C:24]2[CH2:29][CH2:28][N:27]([C:30]([O:32][C:33]([CH3:36])([CH3:35])[CH3:34])=[O:31])[CH2:26][CH2:25]2)=[CH:4][C:3]=1[O:11][C:12]1[CH:17]=[CH:16][C:15]([C:18]([F:21])([F:20])[F:19])=[CH:14][N:13]=1 |f:2.3.4.5,7.8.9.10|. Procedure: To a solution of 4-methyl-3-(5-(trifluoromethyl)pyridin-2-yloxy)phenylboronic acid (1.13 g, 0.0038 mol) and tert-butyl 4-(bromomethylene)piperidine-1-carboxylate (871 mg, 0.006 mol) in THF (10.5 mL) was added K3PO4 (2.43 g, 0.011 mol). The flask was put under vacuum and flushed with N2 three times. Water (0.19 mL) was added and the system was flushed with N2 again. PdCl2(dppf) (310 mg, 0.0004 mol) was added and the system was flushed with N2 two to three times again. The reaction mixture was ref... Yields the product CN(C)CCN1CCN(C(=O)Nc2cc(Oc3ccc(NC(=O)NC(=O)Cc4ccccc4)cc3F)ccn2)CC1. Starting materials: CCCCCC, CN(C)CCN1CCN(C(=O)Nc2cc(Oc3ccc(N)cc3F)ccn2)CC1, C1CCOC1, O=C=NC(=O)Cc1ccccc1. Reaction SMILES: [CH3:47][CH2:48][CH2:49][CH2:50][CH2:51][CH3:52].[NH2:1][c:2]1[cH:3][c:4]([F:29])[c:5]([O:6][c:7]2[cH:8][c:9]([NH:13][C:14](=[O:15])[N:16]3[CH2:17][CH2:18][N:19]([CH2:22][CH2:23][N:24]([CH3:25])[CH3:26])[CH2:20][CH2:21]3)[n:10][cH:11][cH:12]2)[cH:27][cH:28]1.[O:42]1[CH2:43][CH2:44][CH2:45][CH2:46]1.[c:30]1([CH2:36][C:37](=[O:38])[N:39]=[C:40]=[O:41])[cH:31][cH:32][cH:33][cH:34][cH:35]1>>[NH:1]([c:2]1[cH:3][c:4]([F:29])[c:5]([O:6][c:7]2[cH:8][c:9]([NH:13][C:14](=[O:15])[N:16]3[CH2:17][CH2:18][N:19]([CH2:22][CH2:23][N:24]([CH3:25])[CH3:26])[CH2:20][CH2:21]3)[n:10][cH:11][cH:12]2)[cH:27][cH:28]1)[C:40]([NH:39][C:37]([CH2:36][c:30]1[cH:31][cH:32][cH:33][cH:34][cH:35]1)=[O:38])=[O:41]. The reactants are CC1=CC=C(C=C1)NN=C1CCCN2C1=NC1=CC=CC=C1C2=O (6-[(4-Methyl-phenyl)-hydrazono]-6,7,8,9-tetrahydro-11H-pyrido [2,1-b] quinazoline-11-one), polyphosphoric acid, [OH-].[NH4+] (ammoniumhydroxide). Solvent: O (water). Reaction conditions: temperature 180 celsius, time 30 minute. Product: CC=1C=C2C(=CC1)NC1=C2CCN2C1=NC=1C=CC=CC1C2=O (10-methyl-7,8-dihydro-5H,13H-indolo [2', 3';3,4]-pyrido [2,1-b] quinazoline-5-one). Yield: 63.0%. RXN SMILES: CC1C=CC(N[N:9]=[C:10]2[C:15]3=[N:16][C:17]4[C:22]([C:23](=[O:24])[N:14]3[CH2:13][CH2:12][CH2:11]2)=[CH:21][CH:20]=[CH:19][CH:18]=4)=CC=1.[OH-].[NH4+]>O>[CH3:23][C:22]1[CH:21]=[C:20]2[C:11]3[CH2:12][CH2:13][N:14]4[C:23](=[O:24])[C:22]5[CH:21]=[CH:20][CH:19]=[CH:18][C:17]=5[N:16]=[C:15]4[C:10]=3[NH:9][C:19]2=[CH:18][CH:17]=1 |f:1.2|. Procedure: 1 g. of 6-[(4-Methyl-phenyl)-hydrazono]-6,7,8,9-tetrahydro-11H-pyrido [2,1-b] quinazoline-11-one is added in small portions to 10 g. of polyphosphoric acid heated to 180° C. within 5 minutes. After adding the above substance the reaction mixture is stirred for 30 minutes at 180° C. After cooling the mixture is diluted to 40 ml. of water and the pH of the solution is adjusted to 5 by adding 25 V/W% ammoniumhydroxide solution. The precipitated crystals are filtered and washed with water. After dry...